This data is from the Open Reaction Database (ORD), a public repository of structured organic reaction records. The task is: describe an organic reaction: reactants, conditions, products, and yield Reactants: C(C)(=O)C=1C=C2CC(N(C2=CC1)CC(F)(F)F)=O (5-acetyl-1-(2,2,2-trifluoro-ethyl)-1,3-dihydro-indol-2-one), C(CO)O (ethylene glycol), C1(=CC=C(C=C1)S(=O)(=O)O)C (p-toluenesulfonic acid). Solvent: C1=CC=CC=C1 (benzene), C(C)(=O)OCC (ethyl acetate). Yields the product CC1(OCCO1)C=1C=C2CC(N(C2=CC1)CC(F)(F)F)=O (5-(2-Methyl-[1,3]dioxolan-2-yl)-1-(2,2,2-trifluoro-ethyl)-1,3-dihydro-indol-2-one). Reaction SMILES: [C:1]([C:4]1[CH:5]=[C:6]2[C:10](=[CH:11][CH:12]=1)[N:9]([CH2:13][C:14]([F:17])([F:16])[F:15])[C:8](=[O:18])[CH2:7]2)(=[O:3])[CH3:2].[CH2:19](O)[CH2:20][OH:21].C1(C)C=CC(S(O)(=O)=O)=CC=1>C1C=CC=CC=1.C(OCC)(=O)C>[CH3:2][C:1]1([C:4]2[CH:5]=[C:6]3[C:10](=[CH:11][CH:12]=2)[N:9]([CH2:13][C:14]([F:15])([F:16])[F:17])[C:8](=[O:18])[CH2:7]3)[O:21][CH2:20][CH2:19][O:3]1. Reported procedure: A solution of 5-acetyl-1-(2,2,2-trifluoro-ethyl)-1,3-dihydro-indol-2-one (1.04 g, 4.0 mmol), ethylene glycol (1.37 mL, 24 mmol) and p-toluenesulfonic acid (10 mg) in benzene (25 mL) was heated to reflux for 4 hours in a flask fitted with a Dean-Stark trap. The solution was diluted with ethyl acetate, washed with saturated sodium bicarbonate, water and brine, dried over magnesium sulfate and concentrated in vacuo to an oil which solidified upon standing (1.19 g, 98%, mp 87-89° C.). Starting materials: COCC#CC=1C=C(C=NC1)C=1C=C2C3(N=C(OC3)N(C(=O)OC(C)(C)C)C(=O)OC(C)(C)C)C3(COC3)COC2=CC1 (di-tert-butyl {6′-[5-(3-methoxyprop-1-yn-1-yl)pyridin-3-yl]dispiro[1,3-oxazole-4,4′-chromene-3′,3″-oxetan]-2-yl}imidodicarbonate). Solvent: C1(=CC=CC=C1)C (toluene). Reaction conditions: temperature 100 celsius, time 3 hour. Yields the product COCC#CC=1C=C(C=NC1)C=1C=C2C3(N=C(OC3)N)C3(COC3)COC2=CC1 (6′-[5-(3-methoxyprop-1-yn-1-yl)pyridin-3-yl]dispiro[1,3-oxazole-4,4′-chromene-3′,3″-oxetan]-2-amine). Isolated yield 63.5%. RXN SMILES: [CH3:1][O:2][CH2:3][C:4]#[C:5][C:6]1[CH:7]=[C:8]([C:12]2[CH:13]=[C:14]3[C:41](=[CH:42][CH:43]=2)[O:40][CH2:39][C:35]2([CH2:38][O:37][CH2:36]2)[C:15]23[CH2:19][O:18][C:17]([N:20](C(OC(C)(C)C)=O)C(OC(C)(C)C)=O)=[N:16]2)[CH:9]=[N:10][CH:11]=1>C1(C)C=CC=CC=1>[CH3:1][O:2][CH2:3][C:4]#[C:5][C:6]1[CH:7]=[C:8]([C:12]2[CH:13]=[C:14]3[C:41](=[CH:42][CH:43]=2)[O:40][CH2:39][C:35]2([CH2:38][O:37][CH2:36]2)[C:15]23[CH2:19][O:18][C:17]([NH2:20])=[N:16]2)[CH:9]=[N:10][CH:11]=1. Procedure: A mixture of di-tert-butyl {6′-[5-(3-methoxyprop-1-yn-1-yl)pyridin-3-yl]dispiro[1,3-oxazole-4,4′-chromene-3′,3″-oxetan]-2-yl}imidodicarbonate (220 mg, 0.372 mmol), silica gel (neutral; 660 mg) and toluene (2.2 mL) was stirred for 3 hours at 100° C. The mixture was cooled down to ambient temperature, and concentrated at reduced pressure. Purification of the residue with column chromatography on silica gel (CHCl3-MeOH, a linear gradient of MeOH from 0 to 10%) afforded 6′-[5-(3-methoxyprop-1-yn-1-y... The reactants are [H-].[Na+] (sodium hydride), CC1CC(CCC1)C(C(=O)OC)C(=O)OC (dimethyl 2-(3-methylcyclohexyl)-malonate), 1-bromo-6-hexene, ethyl acetate hexanes, [H][H] (hydrogen), O (water). Run in CN(C=O)C (N,N-dimethylformamide). The product is C(CCCC=C)C(C(=O)OC)(C(=O)OC)C1CC(CCC1)C (Dimethyl 2-(5-hexenyl)-2-(3-methylcyclohexyl)-malonate). RXN SMILES: [H-].[Na+].[CH3:3][CH:4]1[CH2:9][CH2:8][CH2:7][CH:6]([CH:10]([C:15]([O:17][CH3:18])=[O:16])[C:11]([O:13][CH3:14])=[O:12])[CH2:5]1.[H][H].O>CN(C)C=O>[CH2:7]([C:10]([CH:6]1[CH2:7][CH2:8][CH2:9][CH:4]([CH3:3])[CH2:5]1)([C:11]([O:13][CH3:14])=[O:12])[C:15]([O:17][CH3:18])=[O:16])[CH2:8][CH2:9][CH2:4][CH:5]=[CH2:6] |f:0.1|. Procedure: To a slurry of sodium hydride (2.53 g, 0.06 mol) in anhydrous N,N-dimethylformamide (50 mL) was added dropwise dimethyl 2-(3-methylcyclohexyl)-malonate (14.46 g, 0.06 mol). After complete addition, the reaction was stirred until no more hydrogen gas was evolved. To the reaction was then added dropwise 1-bromo-6-hexene (10.33 g, 0.06 mol) followed by stirring. The progress of the reaction was followed by analytical chromatography using silica plates and ethyl acetate:hexanes (40:60). After comple... Reactants: ClC=1C=C2N=C(C=3N(C2=CC1)C(=NN3)CC)O (7-chloro-1-ethyl-4-hydroxy-[1,2,4]triazolo[4,3-a]quinoxaline), ice water, P(=O)(Cl)(Cl)Cl (phosphorus oxychloride), C(CC)N(CCC)CCC (tri-n-propylamine). Conditions: time 15 minute. Yields the product ClC=1C=2N(C3=CC=C(C=C3N1)Cl)C(=NN2)CC (4,7-dichloro-1-ethyl-[1,2,4]triazolo[4,3-a]quinoxaline). Reaction SMILES: [Cl:1][C:2]1[CH:3]=[C:4]2[C:9](=[CH:10][CH:11]=1)[N:8]1[C:12]([CH2:15][CH3:16])=[N:13][N:14]=[C:7]1[C:6](O)=[N:5]2.P(Cl)(Cl)([Cl:20])=O.C(N(CCC)CCC)CC>>[Cl:20][C:6]1[C:7]2[N:8]([C:12]([CH2:15][CH3:16])=[N:13][N:14]=2)[C:9]2[C:4]([N:5]=1)=[CH:3][C:2]([Cl:1])=[CH:11][CH:10]=2. Procedure: In a flame-dried reaction flask under a dry nitrogen atmosphere, there were placed 5.1 g. (0.02 mole) of 7-chloro-1-ethyl-4-hydroxy-[1,2,4]triazolo[4,3-a]quinoxaline and 75 ml. of phosphorus oxychloride together with 5 ml. of tri-n-propylamine. The reaction mixture was then refluxed overnight for approximately 16 hours and finally cooled to room temperature prior to being slowly poured over ice/water. The resulting aqueous mixture was next stirred at room temperature for 15 minutes and filtered,... Starting materials: C(C1=CC=CC=C1)(=O)C1=CC=CC=C1 (benzophenone), solution, [OH-].[Na+] (NaOH), [OH-].[Na+] (NaOH), C(C1=CC=CC=C1)(=O)C1=CC=CC=C1 (benzophenone). The reagents and catalysts are C(C)(=O)C1=CC=CC=C1 (Acetophenone). The solvent is CC(C)O (2-propanol), CC(C)O (2-propanol), CC(C)O (2-propanol). Run at time 30 minute. Yields the product C(C1=CC=CC=C1)(C1=CC=CC=C1)O (Benzhydrol). As a reaction SMILES: [C:1]([C:9]1[CH:14]=[CH:13][CH:12]=[CH:11][CH:10]=1)(=[O:8])[C:2]1[CH:7]=[CH:6][CH:5]=[CH:4][CH:3]=1.[OH-].[Na+]>CC(O)C.C(C1C=CC=CC=1)(=O)C>[CH:1]([OH:8])([C:9]1[CH:10]=[CH:11][CH:12]=[CH:13][CH:14]=1)[C:2]1[CH:7]=[CH:6][CH:5]=[CH:4][CH:3]=1 |f:1.2|. Procedure: 1.8 g of benzophenone (10 mmol) and 45 ml of 2-propanol are introduced into a 100 ml flask under argon atmosphere. The system is heated under reflux. 2.5 ml of a 0.1 M solution of NaOH in 2-propanol and 2 ml of a 2-propanol solution containing the catalyst (10) (1.8 mg, 0.0025 mmol) are added. The molar ratios of benzophenone/catalyst/NaOH are equal to 4000/1/100. 1H NMR analysis of the mixture shows that the reaction is complete after 30 minutes. By evaporating the solvent, a colourless residue...